From a dataset of the Open Reaction Database (ORD), a public repository of structured organic reaction records. describe an organic reaction: reactants, conditions, products, and yield Starting materials: O=C(Cl)c1ccccc1, CCc1cc2ccccc2o1, ClCCl, Cl[Sn](Cl)(Cl)Cl. The product is CCc1oc2ccccc2c1C(=O)c1ccccc1. Reaction SMILES: [C:12]([c:13]1[cH:14][cH:15][cH:16][cH:17][cH:18]1)(=[O:19])[Cl:20].[CH2:1]([CH3:2])[c:3]1[o:4][c:5]2[c:6]([cH:7]1)[cH:8][cH:9][cH:10][cH:11]2.[CH2:26]([Cl:27])[Cl:28].[Sn:21]([Cl:22])([Cl:23])([Cl:24])[Cl:25]>>[CH2:1]([CH3:2])[c:3]1[o:4][c:5]2[c:6]([c:7]1[C:12]([c:13]1[cH:14][cH:15][cH:16][cH:17][cH:18]1)=[O:19])[cH:8][cH:9][cH:10][cH:11]2. The reactants are ClCCl, CN(C)C=O, CN(C)C=O, O=C(O)c1cc(C(F)(F)F)nn1-c1ccccc1Cl, O=C(Cl)C(=O)Cl. Product: O=C(Cl)c1cc(C(F)(F)F)nn1-c1ccccc1Cl. RXN SMILES: [CH2:31]([Cl:32])[Cl:33].[CH3:26][N:27]([CH3:28])[CH:29]=[O:30].[CH3:34][N:35]([CH3:36])[CH:37]=[O:38].[Cl:1][c:2]1[c:3](-[n:8]2[n:9][c:10]([C:16]([F:17])([F:18])[F:19])[cH:11][c:12]2[C:13](=[O:14])[OH:15])[cH:4][cH:5][cH:6][cH:7]1.[Cl:20][C:21]([C:22]([Cl:23])=[O:24])=[O:25]>>[Cl:1][c:2]1[c:3](-[n:8]2[n:9][c:10]([C:16]([F:17])([F:18])[F:19])[cH:11][c:12]2[C:13](=[O:14])[Cl:20])[cH:4][cH:5][cH:6][cH:7]1. The reactants are C(C)(C)(C)OC(=O)NC=1SC(=CN1)CCOC(=O)NC=1C(N(C(=CC1)C1=CC=CC=C1)CC(=O)NC(C(C(F)(F)F)=O)C(C)C)=O (2-[3-[2-(2-tert-butoxycarbonylaminothiazol-5-yl)ethoxycarbonylamino]-2-oxo-6-phenyl-1,2-dihydro-1-pyridyl]-N-(3,3,3-trifluoro-1-isopropyl-2-oxopropyl)acetamide), FC(C(=O)O)(F)F (trifluoroacetic acid). Run in C(Cl)Cl (methylene chloride). Reaction conditions: time 3 hour. Yields the product NC=1SC(=CN1)CCOC(=O)NC=1C(N(C(=CC1)C1=CC=CC=C1)CC(=O)NC(C(C(F)(F)F)=O)C(C)C)=O (2-[3-[2-(2-Aminothiazol-5-yl)ethoxycarbonylamino]-2-oxo-6-phenyl-1,2-dihydro-1-pyridyl]-N-(3,3,3-trifluoro-1-isopropyl-2-oxopropyl)acetamide). The yield is 60.2%. RXN SMILES: C(OC([NH:8][C:9]1[S:10][C:11]([CH2:14][CH2:15][O:16][C:17]([NH:19][C:20]2[C:21](=[O:46])[N:22]([CH2:32][C:33]([NH:35][CH:36]([CH:43]([CH3:45])[CH3:44])[C:37](=[O:42])[C:38]([F:41])([F:40])[F:39])=[O:34])[C:23]([C:26]3[CH:31]=[CH:30][CH:29]=[CH:28][CH:27]=3)=[CH:24][CH:25]=2)=[O:18])=[CH:12][N:13]=1)=O)(C)(C)C.FC(F)(F)C(O)=O>C(Cl)Cl>[NH2:8][C:9]1[S:10][C:11]([CH2:14][CH2:15][O:16][C:17]([NH:19][C:20]2[C:21](=[O:46])[N:22]([CH2:32][C:33]([NH:35][CH:36]([CH:43]([CH3:44])[CH3:45])[C:37](=[O:42])[C:38]([F:40])([F:41])[F:39])=[O:34])[C:23]([C:26]3[CH:31]=[CH:30][CH:29]=[CH:28][CH:27]=3)=[CH:24][CH:25]=2)=[O:18])=[CH:12][N:13]=1. Procedure details: To 2-[3-[2-(2-tert-butoxycarbonylaminothiazol-5-yl)ethoxycarbonylamino]-2-oxo-6-phenyl-1,2-dihydro-1-pyridyl]-N-(3,3,3-trifluoro-1-isopropyl-2-oxopropyl)acetamide (0.9 g) in methylene chloride (5 mL) was added trifluoroacetic acid (1 mL), and the resulting solution was allowed to stir for 3 h. The solvents were evaporated and the residue chromatographed, eluting with methanol:methylene chloride (5:95), to give the title compound (0.46 g); MS: m/z=566(M+1). Reaction SMILES: [CH2:62]1[CH2:63][CH2:64][NH:65][CH2:66][CH2:67]1.[OH:1][c:2]1[cH:3][cH:4][c:5]([CH2:8][CH:9]([C:10](=[O:11])[N:12]2[CH2:13][CH2:14][CH:15]([N:18]3[CH2:19][CH2:20][N:21]([C:24]([O:25][CH2:26][CH:27]4[c:28]5[cH:29][cH:30][cH:31][cH:32][c:33]5-[c:34]5[c:35]4[cH:36][cH:37][cH:38][cH:39]5)=[O:40])[CH2:22][CH2:23]3)[CH2:16][CH2:17]2)[O:41][C:42](=[O:43])[N:44]2[CH2:45][CH2:46][CH:47]([N:50]3[C:51](=[O:61])[NH:52][c:53]4[c:54]([cH:57][cH:58][cH:59][cH:60]4)[CH2:55][CH2:56]3)[CH2:48][CH2:49]2)[cH:6][cH:7]1>>[OH:1][c:2]1[cH:3][cH:4][c:5]([CH2:8][CH:9]([C:10](=[O:11])[N:12]2[CH2:13][CH2:14][CH:15]([N:18]3[CH2:19][CH2:20][NH:21][CH2:22][CH2:23]3)[CH2:16][CH2:17]2)[O:41][C:42](=[O:43])[N:44]2[CH2:45][CH2:46][CH:47]([N:50]3[C:51](=[O:61])[NH:52][c:53]4[c:54]([cH:57][cH:58][cH:59][cH:60]4)[CH2:55][CH2:56]3)[CH2:48][CH2:49]2)[cH:6][cH:7]1. Yields the product O=C(OC(Cc1ccc(O)cc1)C(=O)N1CCC(N2CCNCC2)CC1)N1CCC(N2CCc3ccccc3NC2=O)CC1. Starting materials: C1CCNCC1, O=C(OCC1c2ccccc2-c2ccccc21)N1CCN(C2CCN(C(=O)C(Cc3ccc(O)cc3)OC(=O)N3CCC(N4CCc5ccccc5NC4=O)CC3)CC2)CC1.